Task: describe an organic reaction: reactants, conditions, products, and yield. Dataset: the Open Reaction Database (ORD), a public repository of structured organic reaction records Starting materials: C[C@@]1([C@@H](O[C@@H]([C@H]1O)CO)N1C(=O)N=C(N)C=C1)O (2′-C-methylcytidine), C(C)(C)(C)[Mg]Cl (tert-butylmagnesium chloride), ClP(=O)(OC1=CC=C(C=C1)Cl)N[C@@H](C)C(=O)OCCCCCCCC\C=C/CCCCCCCC ((9Z)-octadec-9-en-1-yl N-[chloro(4-chlorophenoxy)phosphoryl]-L-alaninate). The solvent is C1CCOC1 (THF). Conditions: temperature -78 celsius. Yields the product ClC1=CC=C(OP(=O)(OC[C@@H]2[C@H]([C@]([C@@H](O2)N2C(=O)N=C(N)C=C2)(O)C)O)N[C@H](C(=O)OCCCCCCCC\C=C/CCCCCCCC)C)C=C1 (5′-O-[(4-chlorophenoxy)[[(1S)-1-methyl-2-[(9Z)-9-octadecenyloxy]-2-oxoethyl]amino]phosphinyl]-2′-C-methylcytidine). As a reaction SMILES: [CH3:1][C@@:2]1([OH:18])[C@H:6]([OH:7])[C@@H:5]([CH2:8][OH:9])[O:4][C@H:3]1[N:10]1[CH:17]=[CH:16][C:14]([NH2:15])=[N:13][C:11]1=[O:12].C([Mg]Cl)(C)(C)C.Cl[P:26]([NH:36][C@H:37]([C:39]([O:41][CH2:42][CH2:43][CH2:44][CH2:45][CH2:46][CH2:47][CH2:48][CH2:49]/[CH:50]=[CH:51]\[CH2:52][CH2:53][CH2:54][CH2:55][CH2:56][CH2:57][CH2:58][CH3:59])=[O:40])[CH3:38])([O:28][C:29]1[CH:34]=[CH:33][C:32]([Cl:35])=[CH:31][CH:30]=1)=[O:27]>C1COCC1>[Cl:35][C:32]1[CH:31]=[CH:30][C:29]([O:28][P:26]([NH:36][C@@H:37]([CH3:38])[C:39]([O:41][CH2:42][CH2:43][CH2:44][CH2:45][CH2:46][CH2:47][CH2:48][CH2:49]/[CH:50]=[CH:51]\[CH2:52][CH2:53][CH2:54][CH2:55][CH2:56][CH2:57][CH2:58][CH3:59])=[O:40])([O:9][CH2:8][C@H:5]2[O:4][C@@H:3]([N:10]3[CH:17]=[CH:16][C:14]([NH2:15])=[N:13][C:11]3=[O:12])[C@:2]([CH3:1])([OH:18])[C@@H:6]2[OH:7])=[O:27])=[CH:34][CH:33]=1. Reported procedure: Following the procedure described for Example 1, step 3, 2′-C-methylcytidine in THF (0.097 M) was cooled to −78° C., then tert-butylmagnesium chloride (as 1.0 M solution in THF, 2.2 eq.) was added followed by the addition of (9Z)-octadec-9-en-1-yl N-[chloro(4-chlorophenoxy)phosphoryl]-L-alaninate. The crude mixture was purified by column chromatography on silica gel (DCM:MeOH gradient from 90:10 to 80:20), the resulting solid was redissolved in DMSO and purified by RP-HPLC to afford the title co... The reactants are CSC1=CNC2=CC=CC=C12 (3-methylthioindole). The reagents and catalysts are [Ni] (Raney nickel). The product is N1C=CC2=CC=CC=C12 (indole). Reaction SMILES: CS[C:3]1[C:11]2[C:6](=[CH:7][CH:8]=[CH:9][CH:10]=2)[NH:5][CH:4]=1>[Ni]>[NH:5]1[C:6]2[C:11](=[CH:10][CH:9]=[CH:8][CH:7]=2)[CH:3]=[CH:4]1. Reported procedure: conversion of the dimethyl acetal from part A to 3-methylthioindole was accomplished by stirring 0.50 g (2.20 mmol) of the dimethylacetal dissolved in 25 ml of ethyl ether for 2 hr. with 10 ml of 0.5 N aqueous hydrogen chloride. The ethereal layer was separated, treated with a saturated sodium bicarbonate solution, dried, filtered and evaporated to yield 0.35 g (2.14 mmol, 97%) of the oily 3-methylthioindole. This 3-methylthioindole was treated with Raney nickel as described to form indole, iden... The reactants are Cl.CC1=NC2=C(C=CC=C2C(=C1CCCl)Cl)OC (2-methyl-3-(2-chloroethyl)-4-chloro-8-methoxyquinoline hydrochloride), COC1=CC(=C(N)C=C1)C (4-methoxy-2-methylaniline). Solvent: CC(C)O (2-propanol). Yields the product COC1=CC(=C(C=C1)N1CCC=2C(=NC=3C(=CC=CC3C21)OC)C)C (1-(4-methoxy-2-methylphenyl)-4-methyl-6-methoxy-2,3-dihydropyrrolo[3,2-c]quinoline). The yield is 18.9%. As a reaction SMILES: Cl.[CH3:2][C:3]1[C:12]([CH2:13][CH2:14]Cl)=[C:11](Cl)[C:10]2[C:5](=[C:6]([O:17][CH3:18])[CH:7]=[CH:8][CH:9]=2)[N:4]=1.[CH3:19][O:20][C:21]1[CH:27]=[CH:26][C:24]([NH2:25])=[C:23]([CH3:28])[CH:22]=1>CC(O)C>[CH3:19][O:20][C:21]1[CH:27]=[CH:26][C:24]([N:25]2[C:11]3[C:10]4[CH:9]=[CH:8][CH:7]=[C:6]([O:17][CH3:18])[C:5]=4[N:4]=[C:3]([CH3:2])[C:12]=3[CH2:13][CH2:14]2)=[C:23]([CH3:28])[CH:22]=1 |f:0.1|. Procedure: A mixture of 2-methyl-3-(2-chloroethyl)-4-chloro-8-methoxyquinoline hydrochloride (15.33 g, 50 mmol), 4-methoxy-2-methylaniline (9.0 ml. 70 mmol) and 2-propanol (200 ml) was heated at reflux for 2 days, then evaporated. The crude product was triturated with ether then recrystallised twice from aqueous ethanol to give the title compound (3.16g), m.p. 163°-167°. Reactants: C(C)OC(CC(C)N)=O ((rac)-3-amino-butanoic acid ethyl ester), C1(CCCC1)=O (cyclopentanone), C(C)(=O)[O-].[Na+] (sodium acetate), C(C)(=O)O[BH-](OC(C)=O)OC(C)=O.[Na+] (sodium triacetoxyborohydride), C([O-])(O)=O.[Na+] (sodium bicarbonate). Run in ClCCl (dichloromethane). Run at time 8 hour. Product: C(C)OC(CC(C)NC1CCCC1)=O ((rac)-3-cyclopentylamino-butanoic acid ethyl ester). The yield is 50.2%. RXN SMILES: [CH2:1]([O:3][C:4](=[O:9])[CH2:5][CH:6]([NH2:8])[CH3:7])[CH3:2].[C:10]1(=O)[CH2:14][CH2:13][CH2:12][CH2:11]1.C([O-])(=O)C.[Na+].C(O[BH-](OC(=O)C)OC(=O)C)(=O)C.[Na+].C(=O)(O)[O-].[Na+]>ClCCl>[CH2:1]([O:3][C:4](=[O:9])[CH2:5][CH:6]([NH:8][CH:10]1[CH2:14][CH2:13][CH2:12][CH2:11]1)[CH3:7])[CH3:2] |f:2.3,4.5,6.7|. Reported procedure: To a solution of 1.5 g (0.010 mole) of (rac)-3-amino-butanoic acid ethyl ester (90% technical grade) and 0.93 mL (0.0105 mole) of cyclopentanone in 50 mL of dichloromethane was added 1.8 g (0.022 mole) of sodium acetate and 3.18 g (0.015 mole) of sodium triacetoxyborohydride. The mixture was stirred overnight at room temperature and then 50 mL of 10% sodium bicarbonate solution was added. The aqueous layer was extracted twice with 50 mL of dichloromethane and then combined dichloromethane layers... Starting materials: CC1=NC2=CC=C(C=C2C(=C1C(=O)OCC)C1=CC=CC=C1)[N+](=O)[O-] (Ethyl 2-methyl-6-nitro-4-phenylquinoline-3-carboxylate). Reagents/catalysts: [Pd] (Pd/C). Run in CCOC(=O)C (EtOAc). Run at time 8 hour. Product: NC=1C=C2C(=C(C(=NC2=CC1)C)C(=O)OCC)C1=CC=CC=C1 (Ethyl 6-amino-2-methyl-4-phenylquinoline-3-carboxylate). The yield is 146.6%. As a reaction SMILES: [CH3:1][C:2]1[C:11]([C:12]([O:14][CH2:15][CH3:16])=[O:13])=[C:10]([C:17]2[CH:22]=[CH:21][CH:20]=[CH:19][CH:18]=2)[C:9]2[C:4](=[CH:5][CH:6]=[C:7]([N+:23]([O-])=O)[CH:8]=2)[N:3]=1>CCOC(C)=O.[Pd]>[NH2:23][C:7]1[CH:8]=[C:9]2[C:4](=[CH:5][CH:6]=1)[N:3]=[C:2]([CH3:1])[C:11]([C:12]([O:14][CH2:15][CH3:16])=[O:13])=[C:10]2[C:17]1[CH:18]=[CH:19][CH:20]=[CH:21][CH:22]=1. Reported procedure: A mixture of the product of Step 1 (1.05 g, 3.25 mmol) and 10% Pd/C (0.222 g, 32.5) in EtOAc was degassed under reduced pressure and saturated with H2 gas. The resulting mixture was stirred overnight under H2 balloon at room temperature, filtered through Celite bed and filtrate evaporated to dryness to give product as an yellowish solid (1.46 g, 98%), which was used in next step without further purification. 1H NMR (300 MHz, CDCl3) δ 7.83 (d, J=8.9 Hz, 1H), 7.43-7.48(m, 3H), 7.27-7.34(m, 2H), 7.... Starting materials: C(#N)C[C@@H](C)N1CCC(CC1)N(C(C1=CN=CC=C1C)=O)C1=CC=CC=C1 ((R)-N-[1-(2-cyano-1-methyl-ethyl)-piperidin-4-yl]-4-methyl-N-phenyl-nicotinamide), B.C1CCOC1 (borane THF). The solvent is C1CCOC1 (THF), C1CCOC1 (THF). Run at temperature 65 celsius. Product: CO.[NH4+].[OH-] (MeOH NH4OH), NCC[C@@H](C)N1CCC(CC1)N(C1=CC=CC=C1)CC=1C=NC=CC1C ([1-((R)-3-amino-1-methyl-propyl)-piperidin-4-yl]-(4-methyl-pyridin-3-ylmethyl)-phenyl-amine). Isolated yield 79.0%. Reaction SMILES: [C:1]([CH2:3][C@H:4]([N:6]1[CH2:11][CH2:10][CH:9]([N:12]([C:22]2[CH:27]=[CH:26][CH:25]=[CH:24][CH:23]=2)[C:13](=[O:21])[C:14]2[C:19]([CH3:20])=[CH:18][CH:17]=[N:16][CH:15]=2)[CH2:8][CH2:7]1)[CH3:5])#[N:2].B.C1C[O:32]CC1>C1COCC1>[CH3:13][OH:21].[NH4+:2].[OH-:32].[NH2:2][CH2:1][CH2:3][C@H:4]([N:6]1[CH2:7][CH2:8][CH:9]([N:12]([CH2:13][C:14]2[CH:15]=[N:16][CH:17]=[CH:18][C:19]=2[CH3:20])[C:22]2[CH:27]=[CH:26][CH:25]=[CH:24][CH:23]=2)[CH2:10][CH2:11]1)[CH3:5] |f:1.2,4.5.6|. Procedure: To a solution of (R)-N-[1-(2-cyano-1-methyl-ethyl)-piperidin-4-yl]-4-methyl-N-phenyl-nicotinamide (3.85 g, 10.62 mmol) in THF (150 mL) was added a solution of borane-THF in THF (1.0 M, 63.72 mL, 63.7 mmol) and the reaction was refluxed for 16 h. The reaction was cooled and carefully quenched with 6N HCl (150 mL) and heated to 65° C. for 2 h. The mixture was cooled and concentrated to remove the THF. The remaining aqueous solution was neutralized to pH>12 with 10N NaOH and diluted with CH2Cl2 (10...